This data is from the Open Reaction Database (ORD), a public repository of structured organic reaction records. The task is: describe an organic reaction: reactants, conditions, products, and yield Starting materials: O (H2O), ClCC1=CC=CC2=CC=CC=C12 (alphachloromethylnaphthalene), C[O-].[Na+] (sodium methylate), CoCl2, [O-]S(=O)S(=O)[O-].[Na+].[Na+] (Na2S2O4). Reagents/catalysts: [Mn] (manganese). The solvent is CO (methanol). The product is naphthyl-(1)-acetic acid methyl ester, C1(=CC=CC2=CC=CC=C12)CC(=O)O (alpha-naphthylacetic acid). Yield: 6.5%. As a reaction SMILES: Cl[CH2:2][C:3]1[C:12]2[C:7](=[CH:8][CH:9]=[CH:10][CH:11]=2)[CH:6]=[CH:5][CH:4]=1.[CH3:13][O-:14].[Na+].[OH2:16].[O-]S(S([O-])=O)=O.[Na+].[Na+]>CO.[Mn]>[C:3]1([CH2:2][C:13]([OH:16])=[O:14])[C:12]2[C:7](=[CH:8][CH:9]=[CH:10][CH:11]=2)[CH:6]=[CH:5][CH:4]=1 |f:1.2,4.5.6|. Procedure details: In the manner described in Example 1, 58 g of alphachloromethylnaphthalene was reacted with CO together with 78 g of a 24 wt-% sodium methylate solution in methanol, 12 g CoCl2. 6 H2O, 6 g manganese and 1 g Na2S2O4. The usual processing yielded 35 g of naphthyl-(1)-acetic acid methyl ester (yield 53%) and 7 g of alpha-naphthylacetic acid (yield 6.5%). Reactants: [Si](C)(C)(C(C)(C)C)OCCN(C(CNC(=O)OCC1C2=CC=CC=C2C=2C=CC=CC12)=O)CC1=CC(=NC=C1)C1=CC(=C(C(=C1)OC)OC)OC (N-[2-(tert-butyldimethylsilyloxy)ethyl]-N-[[2-(3,4,5-trimethoxyphenyl)pyridin-4-yl]methyl]-Nα-(9-fluorenylmethoxycarbonyl)glycine amide), C(C)(=O)OCC (Ethyl acetate). Run in C(C)#N (acetonitrile), N1CCCCC1 (piperidine). Conditions: time 4 hour. Yields the product [Si](C)(C)(C(C)(C)C)OCCN(C(CN)=O)CC1=CC(=NC=C1)C1=CC(=C(C(=C1)OC)OC)OC (N-[2-(tert-butyldimethylsilyloxy)ethyl]-N-[[2-(3,4,5-trimethoxyphenyl)pyridin-4-yl]methyl]glycine amide). Reaction SMILES: [Si:1]([O:8][CH2:9][CH2:10][N:11]([CH2:33][C:34]1[CH:39]=[CH:38][N:37]=[C:36]([C:40]2[CH:45]=[C:44]([O:46][CH3:47])[C:43]([O:48][CH3:49])=[C:42]([O:50][CH3:51])[CH:41]=2)[CH:35]=1)[C:12](=[O:32])[CH2:13][NH:14]C(OCC1C2C=CC=CC=2C2C1=CC=CC=2)=O)([C:4]([CH3:7])([CH3:6])[CH3:5])([CH3:3])[CH3:2].C(OCC)(=O)C>C(#N)C.N1CCCCC1>[Si:1]([O:8][CH2:9][CH2:10][N:11]([CH2:33][C:34]1[CH:39]=[CH:38][N:37]=[C:36]([C:40]2[CH:41]=[C:42]([O:50][CH3:51])[C:43]([O:48][CH3:49])=[C:44]([O:46][CH3:47])[CH:45]=2)[CH:35]=1)[C:12](=[O:32])[CH2:13][NH2:14])([C:4]([CH3:7])([CH3:6])[CH3:5])([CH3:2])[CH3:3]. Procedure: N-[2-(tert-butyldimethylsilyloxy)ethyl]-N-[[2-(3,4,5-trimethoxyphenyl)pyridin-4-yl]methyl]-Nα-(9-fluorenylmethoxycarbonyl)glycine amide (5.15 g) was dissolved in a 20% acetonitrile solution (40 mL) of piperidine, and the solution was stirred at room temperature for 4 hours. Ethyl acetate was added to the reaction mixture, and the mixture was washed with water and saturated brine, dried over anhydrous sodium sulfate and then concentrated under reduced pressure. The residue was purified by column ... Reactants: O=C([O-])[O-], Cc1cc2cccnc2c2ncccc12, Cc1ccccc1, [Cs+], [Cs+], [Cu]I, COc1cccc(I)c1, CC(O)c1ccccc1. The product is COc1cccc(OC(C)c2ccccc2)c1. As a reaction SMILES: [C:16](=[O:17])([O-:18])[O-:19].[CH3:1][c:2]1[cH:3][c:4]2[c:5]([n:6][cH:7][cH:8][cH:9]2)[c:10]2[c:11]1[cH:12][cH:13][cH:14][n:15]2.[CH3:42][c:43]1[cH:44][cH:45][cH:46][cH:47][cH:48]1.[Cs+:20].[Cs+:21].[Cu:40][I:41].[I:22][c:23]1[cH:24][c:25]([O:29][CH3:30])[cH:26][cH:27][cH:28]1.[c:31]1([CH:37]([CH3:38])[OH:39])[cH:32][cH:33][cH:34][cH:35][cH:36]1>>[c:23]1([O:39][CH:37]([c:31]2[cH:32][cH:33][cH:34][cH:35][cH:36]2)[CH3:38])[cH:24][c:25]([O:29][CH3:30])[cH:26][cH:27][cH:28]1.